Dataset: the Open Reaction Database (ORD), a public repository of structured organic reaction records. Task: describe an organic reaction: reactants, conditions, products, and yield As a reaction SMILES: [CH2:19]([O:20][CH:22]([O:21][CH2:33][CH3:34])[CH2:23][CH2:24][NH:25][C:26]([O:27][C:28]([CH3:29])([CH3:30])[CH3:31])=[O:32])[CH3:35].[CH2:1]([CH3:2])[O:3][CH2:4][c:5]1[n:6]([NH2:18])[c:7]2[c:8]([cH:9][n:10][c:11]3[cH:12][cH:13][cH:14][cH:15][c:16]23)[n:17]1.[CH3:36][C:37]#[N:38].[CH3:39][C:40](=[O:41])[OH:42]>>[CH2:1]([CH3:2])[O:3][CH2:4][c:5]1[n:6]([N:18]=[CH:22][CH2:23][CH2:24][NH:25][C:26]([O:27][C:28]([CH3:29])([CH3:30])[CH3:31])=[O:32])[c:7]2[c:8]([cH:9][n:10][c:11]3[cH:12][cH:13][cH:14][cH:15][c:16]23)[n:17]1. The product is CCOCc1nc2cnc3ccccc3c2n1N=CCCNC(=O)OC(C)(C)C. Reactants: CCOC(CCNC(=O)OC(C)(C)C)OCC, CCOCc1nc2cnc3ccccc3c2n1N, CC#N, CC(=O)O. The reactants are N1CCC(CC1)=NOC1CCN(CC1)C(=O)OC(C)C (Isopropyl 4-(Piperidin-4-ylideneaminooxy)piperidine-1-carboxylate), C(C)(=O)OCC (ethyl acetate), ClC1=NC(=C(C=C1CO)F)Cl ((2,6-Dichloro-5-fluoro-pyridin-3-yl)-methanol), C(C)(C)N(CC)C(C)C (diisopropylethylamine). The solvent is CS(=O)C (DMSO). Conditions: temperature 130 celsius. The product is C(C)(C)OC(=O)N1CCC(CC1)ON=C1CCN(CC1)C1=NC(=C(C=C1F)CO)Cl (4-(6′-Chloro-3′-fluoro-5′-hydroxymethyl-2,3,5,6-tetrahydro-[1,2′]bipyridinyl-4-ylideneaminooxy)-piperidine-1-carboxylic acid isopropyl ester). Yield: 29.2%. As a reaction SMILES: [NH:1]1[CH2:6][CH2:5][C:4](=[N:7][O:8][CH:9]2[CH2:14][CH2:13][N:12]([C:15]([O:17][CH:18]([CH3:20])[CH3:19])=[O:16])[CH2:11][CH2:10]2)[CH2:3][CH2:2]1.[Cl:21][C:22]1[C:27]([CH2:28][OH:29])=[CH:26][C:25]([F:30])=[C:24](Cl)[N:23]=1.C(N(C(C)C)CC)(C)C.C(OCC)(=O)C>CS(C)=O>[CH:18]([O:17][C:15]([N:12]1[CH2:11][CH2:10][CH:9]([O:8][N:7]=[C:4]2[CH2:3][CH2:2][N:1]([C:24]3[C:25]([F:30])=[CH:26][C:27]([CH2:28][OH:29])=[C:22]([Cl:21])[N:23]=3)[CH2:6][CH2:5]2)[CH2:14][CH2:13]1)=[O:16])([CH3:20])[CH3:19]. Procedure details: 2d (0.48 g, 1.7 mmol), 55a (0.36 g, 1.86 mmol) and diisopropylethylamine (0.31 mL, 1.9 mmol) were combined in 5 mL of DMSO and heated at 130° C. for 2 days. The mixture was cooled, poured into ethyl acetate (15 mL), washed with water (10 mL) and brine (10 mL), dried and concentrated. The residue was purified by flash chromatography (eluent: 10 to 50% ethyl acetate+0.1% triethylamine in hexane) to afford 55b as a yellow oil (0.22 g, 30% yield): LC-MS 425.1 (MH+). Starting materials: CCOC(=O)C(CCc1ccccc1)NC1CSCC(C)N(CC(=O)O)C1=O, [Na+], [OH-]. Yields the product CC1CSCC(NC(CCc2ccccc2)C(=O)O)C(=O)N1CC(=O)O. As a reaction SMILES: [CH2:1]([CH3:2])[O:3][C:4](=[O:5])[CH:6]([CH2:7][CH2:8][c:9]1[cH:10][cH:11][cH:12][cH:13][cH:14]1)[NH:15][CH:16]1[C:17](=[O:28])[N:18]([CH2:24][C:25](=[O:26])[OH:27])[CH:19]([CH3:23])[CH2:20][S:21][CH2:22]1.[Na+:30].[OH-:29]>>[O:3]=[C:4]([OH:5])[CH:6]([CH2:7][CH2:8][c:9]1[cH:10][cH:11][cH:12][cH:13][cH:14]1)[NH:15][CH:16]1[C:17](=[O:28])[N:18]([CH2:24][C:25](=[O:26])[OH:27])[CH:19]([CH3:23])[CH2:20][S:21][CH2:22]1. Starting materials: C(C1=CC=CC=C1)(=O)C=1C(=C2C(=NC1)N(N=C2)CC=2OC=CC2)OCCCC (5-Benzoyl-4-butyloxy-1-(2-furanyl)methyl-1H-pyrazolo[3,4-b]pyridine), S(O)(O)(=O)=O (sulfuric acid). Product: C(C1=CC=CC=C1)(=O)C=1C(=C2C(=NC1)NN=C2)OCCCC (5-benzoyl-4-butyloxy-1H-pyrazolo[3,4-b]pyridine). As a reaction SMILES: [C:1]([C:9]1[C:10]([O:24][CH2:25][CH2:26][CH2:27][CH3:28])=[C:11]2[CH:17]=[N:16][N:15](CC3OC=CC=3)[C:12]2=[N:13][CH:14]=1)(=[O:8])[C:2]1[CH:7]=[CH:6][CH:5]=[CH:4][CH:3]=1.S(=O)(=O)(O)O>>[C:1]([C:9]1[C:10]([O:24][CH2:25][CH2:26][CH2:27][CH3:28])=[C:11]2[CH:17]=[N:16][NH:15][C:12]2=[N:13][CH:14]=1)(=[O:8])[C:2]1[CH:7]=[CH:6][CH:5]=[CH:4][CH:3]=1. Procedure: 5-Benzoyl-4-butyloxy-1-(2-furanyl)methyl-1H-pyrazolo[3,4-b]pyridine is treated with concentrated sulfuric acid according to the procedure of Example 4 b to obtain 5-benzoyl-4-butyloxy-1H-pyrazolo[3,4-b]pyridine. Starting materials: CS(C)=O, CC(C)O, COc1cccc2c(-c3ccnc(Cl)n3)c(-c3cccc(NC(=O)c4c(F)cccc4F)c3)nn12, Nc1cccc(C(F)(F)F)c1. Yields the product COc1cccc2c(-c3ccnc(Nc4cccc(C(F)(F)F)c4)n3)c(-c3cccc(NC(=O)c4c(F)cccc4F)c3)nn12. RXN SMILES: [CH3:47][S:48]([CH3:49])=[O:50].[CH:51]([OH:52])([CH3:53])[CH3:54].[Cl:1][c:2]1[n:3][cH:4][cH:5][c:6](-[c:8]2[c:9](-[c:19]3[cH:20][c:21]([NH:25][C:26]([c:27]4[c:28]([F:34])[cH:29][cH:30][cH:31][c:32]4[F:33])=[O:35])[cH:22][cH:23][cH:24]3)[n:10][n:11]3[c:12]2[cH:13][cH:14][cH:15][c:16]3[O:17][CH3:18])[n:7]1.[F:36][C:37]([c:38]1[cH:39][c:40]([NH2:41])[cH:42][cH:43][cH:44]1)([F:45])[F:46]>>[c:2]1([NH:41][c:40]2[cH:39][c:38]([C:37]([F:36])([F:45])[F:46])[cH:44][cH:43][cH:42]2)[n:3][cH:4][cH:5][c:6](-[c:8]2[c:9](-[c:19]3[cH:20][c:21]([NH:25][C:26]([c:27]4[c:28]([F:34])[cH:29][cH:30][cH:31][c:32]4[F:33])=[O:35])[cH:22][cH:23][cH:24]3)[n:10][n:11]3[c:12]2[cH:13][cH:14][cH:15][c:16]3[O:17][CH3:18])[n:7]1. The reactants are O1C(=CC2=C1C=CC=C2)C(=O)O (Benzofuran-2-carboxylic acid), O1C(=CC2=C1C=CC=C2)C(=O)Cl (benzofuran-2-carboxylic acid chloride), acid chloride, NC1=CC=C(C=C1)N1C2=C(NC(CC1=O)=O)C1=CC=CC=C1C=C2 (5-(4-aminophenyl)-1H-naphtho[1,2-b][1,4]diazepine-2,4(3H,5H)-dione). The product is O1C(=CC2=C1C=CC=C2)C(=O)NC2=CC=C(C=C2)N2C1=C(NC(CC2=O)=O)C2=CC=CC=C2C=C1 (5-[4-[(Benzofuran-2-yl)carbonylamino]phenyl]-1H-naphtho[1,2-b][1,4]diazepine-2,4(3H,5H)-dione). The yield is 101.5%. As a reaction SMILES: [O:1]1[C:5]2[CH:6]=[CH:7][CH:8]=[CH:9][C:4]=2[CH:3]=[C:2]1[C:10]([OH:12])=O.[NH2:13][C:14]1[CH:19]=[CH:18][C:17]([N:20]2[C:26](=[O:27])[CH2:25][C:24](=[O:28])[NH:23][C:22]3[C:29]4[C:34]([CH:35]=[CH:36][C:21]2=3)=[CH:33][CH:32]=[CH:31][CH:30]=4)=[CH:16][CH:15]=1.O1C2C=CC=CC=2C=C1C(Cl)=O>>[O:1]1[C:5]2[CH:6]=[CH:7][CH:8]=[CH:9][C:4]=2[CH:3]=[C:2]1[C:10]([NH:13][C:14]1[CH:19]=[CH:18][C:17]([N:20]2[C:26](=[O:27])[CH2:25][C:24](=[O:28])[NH:23][C:22]3[C:29]4[C:34]([CH:35]=[CH:36][C:21]2=3)=[CH:33][CH:32]=[CH:31][CH:30]=4)=[CH:16][CH:15]=1)=[O:12]. Procedure details: Benzofuran-2-carboxylic acid (31 mg, 0.189 mmol) was made into acid chloride in a conventional manner. By using 5-(4-aminophenyl)-1H-naphtho[1,2-b][1,4]diazepine-2,4(3H,5H)-dione (40 mg, 0.126 mmol) obtained in Example 1, and benzofuran-2-carboxylic acid chloride mentioned above, the title compound (59 mg, yield 100%) was obtained in the same manner as that of Example 1. Starting materials: OO (hydrogen peroxide), Cl (hydrochloric acid), C(C1=CC=CC=C1)[C@@H]1N(C(OC1)=O)C(C[C@H](C1=NOC=C1)C1=CC=C(OCC=2C=C(C=CC2)C2=CCN(CC2)C(=O)OC(C)(C)C)C=C1)=O (tert-Butyl 4-(3-((4-((S)-3-((S)-4-benzyl-2-oxooxazolidin-3-yl)-1-(isoxazol-3-yl)-3-oxopropyl)phenoxy)methyl)phenyl)-5,6-dihydropyridine-1(2H)-carboxylate), C1CCOC1 (THF), [Li+].[OH-] (LiOH). Solvent: O (water). Conditions: time 2 hour. Product: C(C)(C)(C)OC(=O)N1CCC(=CC1)C=1C=C(COC2=CC=C(C=C2)[C@H](CC(=O)O)C2=NOC=C2)C=CC1 ((S)-3-(4-(3-(1-(Tert-butoxycarbonyl)-1,2,3,6-tetrahydropyridin-4-yl)benzyloxy)phenyl)-3-(isoxazol-3-yl)propanoic acid). Reaction SMILES: C([C@H]1COC(=O)N1C(=O)[CH2:15][C@@H:16]([C:22]1[CH:48]=[CH:47][C:25]([O:26][CH2:27][C:28]2[CH:29]=[C:30]([C:34]3[CH2:39][CH2:38][N:37]([C:40]([O:42][C:43]([CH3:46])([CH3:45])[CH3:44])=[O:41])[CH2:36][CH:35]=3)[CH:31]=[CH:32][CH:33]=2)=[CH:24][CH:23]=1)[C:17]1[CH:21]=[CH:20][O:19][N:18]=1)C1C=CC=CC=1.[OH:50]O.[Li+].[OH-].Cl.C1[CH2:59][O:58]CC1>O>[C:43]([O:42][C:40]([N:37]1[CH2:36][CH:35]=[C:34]([C:30]2[CH:29]=[C:28]([CH:33]=[CH:32][CH:31]=2)[CH2:27][O:26][C:25]2[CH:47]=[CH:48][C:22]([C@@H:16]([C:17]3[CH:21]=[CH:20][O:19][N:18]=3)[CH2:15][C:59]([OH:58])=[O:50])=[CH:23][CH:24]=2)[CH2:39][CH2:38]1)=[O:41])([CH3:44])([CH3:46])[CH3:45] |f:2.3|. Reported procedure: To a solution of the oxazolidinone (34.4) (8.9 mg, 0.013 mmol) dissolved in THF (0.5 mL), was added a 30% hydrogen peroxide solution (15.0 μL, 0.130 mmol) followed by a 2 M LiOH solution (33.0 μL, 0.065 mmol). The resulting slurry was stirred for two hours. The reaction mixture was diluted with water and acidified with hydrochloric acid to a pH 3. The mixture was then extracted with EtOAc (3×10 mL), and the organic layer was washed with an acidic sodium sulfite solution (1×5 mL) and brine (1×5 m...